Dataset: the Open Reaction Database (ORD), a public repository of structured organic reaction records. Task: describe an organic reaction: reactants, conditions, products, and yield Reactants: 500, [Cl-].CC=[N+]=CC (N,N-dimethylmethylene ammonium chloride), CN(CCC(=O)C1=CC=CC=C1)C (3-dimethylaminopropiophenone), C(C)#N (acetonitrile). The product is CN(CC(CN(C)C)C(C1=CC=CC=C1)=O)C (N,N,N',N'-tetramethyl-2-benzoyl-1,3-propanediamine), VI. RXN SMILES: [Cl-].C[CH:3]=[N+:4]=[CH:5]C.[CH3:7][N:8]([CH3:19])[CH2:9][CH2:10][C:11]([C:13]1[CH:18]=[CH:17][CH:16]=[CH:15][CH:14]=1)=[O:12].[C:20](#N)C>>[CH3:19][N:8]([CH3:7])[CH2:9][CH:10]([C:11](=[O:12])[C:13]1[CH:18]=[CH:17][CH:16]=[CH:15][CH:14]=1)[CH2:3][N:4]([CH3:5])[CH3:20] |f:0.1|. Reported procedure: The compound N,N,N',N'-tetramethyl-2-benzoyl-1,3-propanediamine (VIII) was synthesized by the method of Kinast and Tietze, Angew. Chemie. Int. Ed. 15 239-240 (1976). A mixture of 500 parts of N,N-dimethylmethylene ammonium chloride, 2600 parts of dry acetonitrile and 1035 parts of compound VII, described above, was heated to reflux under nitrogen for 15 minutes. The mixture was allowe to cool to room temperature andd then placed in the refrigerator overnight. A total of 800 parts of the hydrochl...